From a dataset of the Open Reaction Database (ORD), a public repository of structured organic reaction records. describe an organic reaction: reactants, conditions, products, and yield The reactants are [NH4+].[OH-] (NH4OH), C(CC)N(C1CC2=C(C=CC=C2CC1)S(=O)C)CCC (2-dipropylamino-8-methylsulfinyl-1,2,3,4-tetrahydronaphthalene), ClC1=CC(=CC=C1)C(=O)OO (metachloroperbenzoic acid). Solvent: FC(C(=O)O)(F)F (trifluoroacetic acid), FC(C(=O)O)(F)F (trifluoroacetic acid). Run at time 18 hour. The product is C(CC)N(C1CC2=C(C=CC=C2CC1)S(=O)(=O)C)CCC (2-Di-n-propylamino-8-methylsulfonyl-1,2,3,4-tetrahydronaphthalene). Yield: 29.9%. RXN SMILES: [CH2:1]([N:4]([CH2:18][CH2:19][CH3:20])[CH:5]1[CH2:14][CH2:13][C:12]2[C:7](=[C:8]([S:15]([CH3:17])=[O:16])[CH:9]=[CH:10][CH:11]=2)[CH2:6]1)[CH2:2][CH3:3].ClC1C=CC=C(C(OO)=[O:29])C=1.[NH4+].[OH-]>FC(F)(F)C(O)=O>[CH2:18]([N:4]([CH2:1][CH2:2][CH3:3])[CH:5]1[CH2:14][CH2:13][C:12]2[C:7](=[C:8]([S:15]([CH3:17])(=[O:29])=[O:16])[CH:9]=[CH:10][CH:11]=2)[CH2:6]1)[CH2:19][CH3:20] |f:2.3|. Procedure details: To a solution of 2-dipropylamino-8-methylsulfinyl-1,2,3,4-tetrahydronaphthalene (350 mg, 1.19 mMol) in trifluoroacetic acid (20 ml) was added a solution of metachloroperbenzoic acid (80%, 518 mg, 2.38 mMol) in trifluoroacetic acid (5 mL). The solution was stirred at room temperature for 18 hours and poured over ice. The resulting mixture was made basic (NH4OH) and extracted well with dichloromethane. The organic extracts were combined, dried (Na2SO4) and concentrated in vacuo to give the crude t... Starting materials: C(#N)C=1C=C(C=CC1)C1=C(C=C(N=N1)Cl)C (6-(m-cyanophenyl)-5-methyl-3-chloropyridazine), C(NN)(=O)OCC (ethyl carbazate). The solvent is C(CCC)O (butanol). The product is C(#N)C=1C=C(C=CC1)C1=C(C=C(N=N1)NNC(=O)OCC)C (Ethyl 3-[6-(m-cyanophenyl)-5-methyl-3-pyridazinyl]carbazate). Reaction SMILES: [C:1]([C:3]1[CH:4]=[C:5]([C:9]2[N:14]=[N:13][C:12](Cl)=[CH:11][C:10]=2[CH3:16])[CH:6]=[CH:7][CH:8]=1)#[N:2].[C:17]([O:21][CH2:22][CH3:23])(=[O:20])[NH:18][NH2:19]>C(O)CCC>[C:1]([C:3]1[CH:4]=[C:5]([C:9]2[N:14]=[N:13][C:12]([NH:19][NH:18][C:17]([O:21][CH2:22][CH3:23])=[O:20])=[CH:11][C:10]=2[CH3:16])[CH:6]=[CH:7][CH:8]=1)#[N:2]. Procedure: A 3.15 g. portion of 6-(m-cyanophenyl)-5-methyl-3-chloropyridazine and 2.85 g. of ethyl carbazate in 50 ml. of butanol is stirred at reflux temperature for 4 hours. The mixture is concentrated free of solvent and the oily concentrate is triturated with water and a little ether. The resulting solid is recovered by filtration, air dried and recrystallized several times from ethanol giving a white solid, m.p. 189°-190° C. Starting materials: ClCCCC(C1=CC=C(C=C1)F)C1=CC=C(C=C1)F (1-chloro-4,4-bis(4-fluorophenyl)butane), ClC1=CC2=C(N(C(N2CC2=CC=CC=C2)=O)C2CCNCC2)C=C1 (5-chloro-1,3-dihydro-3-(phenylmethyl)-1-(4-piperidinyl)-2H-benzimidazol-2-one), C([O-])([O-])=O.[Na+].[Na+] (sodium carbonate), [I-].[K+] (potassium iodide). Run in CC(CC(C)=O)C (4-methyl-2-pentanone), O (water), O (water). Run at time 8 hour. The product is O(C(C)C)C(C)C (2,2'-oxybispropane), ClC1=CC2=C(N(C(N2CC2=CC=CC=C2)=O)C2CCN(CC2)CCCC(C2=CC=C(C=C2)F)C2=CC=C(C=C2)F)C=C1 (5-chloro-1-{1-[4,4-bis(4-fluorophenyl)butyl]-4-piperidinyl}-1,3-dihydro-3-(phenylmethyl)-2H-benzimidazol-2-one). RXN SMILES: [Cl:1][C:2]1[CH:24]=[CH:23][C:5]2[N:6]([CH:17]3[CH2:22][CH2:21][NH:20][CH2:19][CH2:18]3)[C:7](=[O:16])[N:8]([CH2:9][C:10]3[CH:15]=[CH:14][CH:13]=[CH:12][CH:11]=3)[C:4]=2[CH:3]=1.C(=O)([O-])[O-:26].[Na+].[Na+].[I-].[K+].Cl[CH2:34][CH2:35][CH2:36][CH:37]([C:45]1[CH:50]=[CH:49][C:48]([F:51])=[CH:47][CH:46]=1)[C:38]1[CH:43]=[CH:42][C:41]([F:44])=[CH:40][CH:39]=1>O.CC(C)CC(=O)C>[O:26]([CH:24]([CH3:23])[CH3:2])[CH:35]([CH3:36])[CH3:34].[Cl:1][C:2]1[CH:24]=[CH:23][C:5]2[N:6]([CH:17]3[CH2:18][CH2:19][N:20]([CH2:34][CH2:35][CH2:36][CH:37]([C:38]4[CH:39]=[CH:40][C:41]([F:44])=[CH:42][CH:43]=4)[C:45]4[CH:50]=[CH:49][C:48]([F:51])=[CH:47][CH:46]=4)[CH2:21][CH2:22]3)[C:7](=[O:16])[N:8]([CH2:9][C:10]3[CH:11]=[CH:12][CH:13]=[CH:14][CH:15]=3)[C:4]=2[CH:3]=1 |f:1.2.3,4.5|. Procedure details: A mixture of 6.8 parts of 5-chloro-1,3-dihydro-3-(phenylmethyl)-1-(4-piperidinyl)-2H-benzimidazol-2-one, 6.4 parts of sodium carbonate, 0.1 parts of potassium iodide and 200 parts of 4-methyl-2-pentanone is stirred and refluxed for 30 minutes with water-separator. After cooling, 7 parts of 1-chloro-4,4-bis(4-fluorophenyl)butane are added and stirring at reflux temperature is continued overnight. The reaction mixture is cooled, water is added and the layers are separated. The organic phase is dri... Starting materials: Cl.FC1=C(CC2CCNCC2)C=CC(=C1)C (4-(2-fluoro-4-methylbenzyl)piperidine hydrochloride), OC1=CC=C(OCCBr)C=C1 (2-(4-hydroxyphenoxy)ethyl bromide), C(=O)(O)[O-].[Na+] (NaHCO3). Product: Cl.FC1=C(CC2CCN(CC2)CCOC2=CC=C(C=C2)O)C=CC(=C1)C (4-(2-Fluoro-4-methylbenzyl)-1-(2-(4-hydroxyphenoxy)ethyl)piperidine hydrochloride). Reaction SMILES: [ClH:1].[F:2][C:3]1[CH:15]=[C:14]([CH3:16])[CH:13]=[CH:12][C:4]=1[CH2:5][CH:6]1[CH2:11][CH2:10][NH:9][CH2:8][CH2:7]1.[OH:17][C:18]1[CH:27]=[CH:26][C:21]([O:22][CH2:23][CH2:24]Br)=[CH:20][CH:19]=1.C([O-])(O)=O.[Na+]>>[ClH:1].[F:2][C:3]1[CH:15]=[C:14]([CH3:16])[CH:13]=[CH:12][C:4]=1[CH2:5][CH:6]1[CH2:7][CH2:8][N:9]([CH2:24][CH2:23][O:22][C:21]2[CH:26]=[CH:27][C:18]([OH:17])=[CH:19][CH:20]=2)[CH2:10][CH2:11]1 |f:0.1,3.4,5.6|. Reported procedure: The title compound was prepared from 4-(2-fluoro-4-methylbenzyl)piperidine hydrochloride (375 mg, 1.54 mmol), 2-(4-hydroxyphenoxy)ethyl bromide (352 mg, 1.62 mmol) and NaHCO3 (265 mg, 3.16 mmol) as a near colorless powder (430 mg): mp 164-165° C.; 1H NMR (CD3OD) 1.51-1.70 (m, 2H), 1.84-2.00 (m, 3H), 2.31 (s, 3H), 2.63 (d, J=5.7 Hz, 2H), 2.94-3.12 (m, 2H), 3.44-3.70 (m, 4H), 4.26 (t, J=4.8 Hz, 2H), 6.74 (d, J=9.3 Hz, 2H), 6.82-6.96 (m, 4H), 7.07-7.14 (m, 1H); Anal. Calcd for C21H27ClFNO2 : C, 66.... The reactants are CC(=O)O[BH-](OC(C)=O)OC(C)=O, O=C([O-])O, CC(=O)O, ClC(Cl)Cl, Cc1ccc(C=O)cc1F, NC1CCN(CCn2c(=O)cnc3ccc(F)cc32)CC1, [Na+], [Na+]. The product is Cc1ccc(CNC2CCN(CCn3c(=O)cnc4ccc(F)cc43)CC2)cc1F. Reaction SMILES: [C:32]([O:33][BH-:34]([O:35][C:36](=[O:37])[CH3:38])[O:39][C:40](=[O:41])[CH3:42])(=[O:43])[CH3:44].[C:46](=[O:47])([O-:48])[OH:49].[CH3:51][C:52](=[O:53])[OH:54].[CH:55]([Cl:56])([Cl:57])[Cl:58].[F:22][c:23]1[cH:24][c:25]([CH:26]=[O:27])[cH:28][cH:29][c:30]1[CH3:31].[NH2:1][CH:2]1[CH2:3][CH2:4][N:5]([CH2:8][CH2:9][n:10]2[c:11](=[O:21])[cH:12][n:13][c:14]3[cH:15][cH:16][c:17]([F:20])[cH:18][c:19]23)[CH2:6][CH2:7]1.[Na+:45].[Na+:50]>>[NH:1]([CH:2]1[CH2:3][CH2:4][N:5]([CH2:8][CH2:9][n:10]2[c:11](=[O:21])[cH:12][n:13][c:14]3[cH:15][cH:16][c:17]([F:20])[cH:18][c:19]23)[CH2:6][CH2:7]1)[CH2:26][c:25]1[cH:24][c:23]([F:22])[c:30]([CH3:31])[cH:29][cH:28]1. The reactants are [Br-], C[Mg+], CN1CCN(Cc2ccc(C#N)cc2)CC1, CCOCC, Cc1ccccc1, Cl. The product is CC(=O)c1ccc(CN2CCN(C)CC2)cc1. Reaction SMILES: [Br-:17].[CH3:18][Mg+:19].[CH3:1][N:2]1[CH2:3][CH2:4][N:5]([CH2:8][c:9]2[cH:10][cH:11][c:12]([C:13]#[N:14])[cH:15][cH:16]2)[CH2:6][CH2:7]1.[CH3:20][CH2:21][O:22][CH2:23][CH3:24].[CH3:26][c:27]1[cH:28][cH:29][cH:30][cH:31][cH:32]1.[ClH:25]>>[CH3:1][N:2]1[CH2:3][CH2:4][N:5]([CH2:8][c:9]2[cH:10][cH:11][c:12]([C:23](=[O:22])[CH3:24])[cH:15][cH:16]2)[CH2:6][CH2:7]1. Starting materials: COc1ccc(S(=O)(=O)N(CC(=O)NOC(C)(C)C)Cc2ccc3ccccc3n2)cc1, ClCCl, CCO. Product: COc1ccc(S(=O)(=O)N(CC(=O)NO)Cc2ccc3ccccc3n2)cc1. As a reaction SMILES: [C:1]([CH3:2])([CH3:3])([CH3:4])[O:5][NH:6][C:7]([CH2:8][N:9]([CH2:10][c:11]1[n:12][c:13]2[cH:14][cH:15][cH:16][cH:17][c:18]2[cH:19][cH:20]1)[S:21](=[O:22])(=[O:23])[c:24]1[cH:25][cH:26][c:27]([O:30][CH3:31])[cH:28][cH:29]1)=[O:32].[CH2:36]([Cl:37])[Cl:38].[CH3:33][CH2:34][OH:35]>>[OH:5][NH:6][C:7]([CH2:8][N:9]([CH2:10][c:11]1[n:12][c:13]2[cH:14][cH:15][cH:16][cH:17][c:18]2[cH:19][cH:20]1)[S:21](=[O:22])(=[O:23])[c:24]1[cH:25][cH:26][c:27]([O:30][CH3:31])[cH:28][cH:29]1)=[O:32]. Starting materials: COC=1C=C(CCl)C=CC1 (3-Methoxybenzyl chloride), [H-].[Na+] (Sodium hydride), N=C1CCC(N1)C=1OC(=C(N1)C1=CC=CC=C1)C1=CC=CC=C1 (2-(5-imino-2-pyrrolidinyl)-4,5-diphenyloxazole), N#N (N2). The solvent is CN(C=O)C (N,N-dimethylformamide). Conditions: time 20 minute. Yields the product N=C1CCC(N1CC1=CC(=CC=C1)OC)C=1OC(=C(N1)C1=CC=CC=C1)C1=CC=CC=C1 (2-[5-imino-1-(3-methoxybenzyl)-2-pyrrolidinyl]-4,5-diphenyloxazole). Isolated yield 64.5%. RXN SMILES: [H-].[Na+].[NH:3]=[C:4]1[NH:8][CH:7]([C:9]2[O:10][C:11]([C:20]3[CH:25]=[CH:24][CH:23]=[CH:22][CH:21]=3)=[C:12]([C:14]3[CH:19]=[CH:18][CH:17]=[CH:16][CH:15]=3)[N:13]=2)[CH2:6][CH2:5]1.N#N.[CH3:28][O:29][C:30]1[CH:31]=[C:32]([CH:35]=[CH:36][CH:37]=1)[CH2:33]Cl>CN(C)C=O>[NH:3]=[C:4]1[N:8]([CH2:33][C:32]2[CH:35]=[CH:36][CH:37]=[C:30]([O:29][CH3:28])[CH:31]=2)[CH:7]([C:9]2[O:10][C:11]([C:20]3[CH:25]=[CH:24][CH:23]=[CH:22][CH:21]=3)=[C:12]([C:14]3[CH:19]=[CH:18][CH:17]=[CH:16][CH:15]=3)[N:13]=2)[CH2:6][CH2:5]1 |f:0.1|. Reported procedure: 60% Sodium hydride (289 mg) was added to a stirred solution of 2-(5-imino-2-pyrrolidinyl)-4,5-diphenyloxazole (2.0 g) in N,N-dimethylformamide (20.0 ml) in the presence of an atmospheric N2 gas under ice cooling and the resulting mixture was stirred at the same temperature for 20 minutes and at room temperature for 1 hour 20 minutes. 3-Methoxybenzyl chloride (1.72 g) was added to the mixture under ice cooling and stirring was continued at room temperature overnight. The reaction mixture was part...